Dataset: the Open Reaction Database (ORD), a public repository of structured organic reaction records. Task: describe an organic reaction: reactants, conditions, products, and yield Reactants: COCCCN(C(=O)C(CCC(=O)OC)CS(=O)(=O)C1=CC2=CC=CC=C2C=C1)CCCCC (methyl 4-[N-(3-methoxypropyl)-N-pentylcarbamoyl]-5-(2-naphthylsulfonyl)pentanoate), [OH-].[Na+] (sodium hydroxide). The solvent is C(C)O (ethanol). Reaction conditions: time 16 hour. The product is COCCCN(C(=O)C(CCC(=O)O)CS(=O)(=O)C1=CC2=CC=CC=C2C=C1)CCCCC (4-[N-(3-methoxypropyl)-N-pentylcarbamoyl]-5-(2-naphthylsulfonyl)pentanoic acid). Isolated yield 88.5%. Reaction SMILES: [CH3:1][O:2][CH2:3][CH2:4][CH2:5][N:6]([CH2:30][CH2:31][CH2:32][CH2:33][CH3:34])[C:7]([CH:9]([CH2:16][S:17]([C:20]1[CH:29]=[CH:28][C:27]2[C:22](=[CH:23][CH:24]=[CH:25][CH:26]=2)[CH:21]=1)(=[O:19])=[O:18])[CH2:10][CH2:11][C:12]([O:14]C)=[O:13])=[O:8].[OH-].[Na+]>C(O)C>[CH3:1][O:2][CH2:3][CH2:4][CH2:5][N:6]([CH2:30][CH2:31][CH2:32][CH2:33][CH3:34])[C:7]([CH:9]([CH2:16][S:17]([C:20]1[CH:29]=[CH:28][C:27]2[C:22](=[CH:23][CH:24]=[CH:25][CH:26]=2)[CH:21]=1)(=[O:18])=[O:19])[CH2:10][CH2:11][C:12]([OH:14])=[O:13])=[O:8] |f:1.2|. Procedure details: To a solution of methyl 4-[N-(3-methoxypropyl)-N-pentylcarbamoyl]-5-(2-naphthylsulfonyl)pentanoate (2.50 g) in ethanol (30 ml) was added a 1N sodium hydroxide solution (5.1 ml). After stirring at room temperature for 16 hours, the reaction mixture was concentrated in vacuo, acidified with a dilute hydrochloric acid, and extracted with ethyl acetate. The organic layer was washed with water, dried over MgSO4, and evaporated at reduced pressure. The residue was recrystallized from isopropyl ether t... Starting materials: [H-].[Na+] (sodium hydride), CC(=O)C (acetone), C1CCOC1 (THF), COC1=NC(=NC(=C1)OC)S(=O)(=O)C (4,6-dimethoxy-2-methanesulfonylpyrimidine). Run in O (water). Reaction conditions: temperature 30 celsius. The product is COC1=NC(=NC(=C1)OC)CC(C)=O (1-(4,6-dimethoxypyrimidine-2-yl)-2-propanone). The yield is 22.4%. As a reaction SMILES: [H-].[Na+].C1COCC1.[CH3:8][O:9][C:10]1[CH:15]=[C:14]([O:16][CH3:17])[N:13]=[C:12](S(C)(=O)=O)[N:11]=1.[CH3:22][C:23]([CH3:25])=[O:24]>O>[CH3:8][O:9][C:10]1[CH:15]=[C:14]([O:16][CH3:17])[N:13]=[C:12]([CH2:22][C:23](=[O:24])[CH3:25])[N:11]=1 |f:0.1|. Reported procedure: In a reactor were placed 16.0 g (0.4 moles) of 60% sodium hydride, 400 ml of THF and 43.6 g (0.2 moles) of 4,6-dimethoxy-2-methanesulfonylpyrimidine. The reactor contents were heated to 30° C. Thereto was dropwise added 39.4 g (0.68 moles) of acetone, followed by a reaction for 2 hours. After the completion of the reaction, 350 ml of water was added and extraction with 500 ml of ethyl acetate was conducted. The ethyl acetate layer was concentrated. The concentrate was subjected to distillation u... The yield is 74.0%. Product: FC(C(=O)O)(F)F.N[C@H](C(=O)OC)CC1=CC(=C(C=C1)C1CC(NS1(=O)=O)=O)C (Methyl (2S)-2-amino-3-[4-(1,1-dioxido-3-oxoisothiazolidin-5-yl)-3-methylphenyl]propanoate trifluoroacetate). Procedure: A solution of methyl (2S)-2-[(benzyloxy)carbonyl]amino-3-[4-(2-tert-butyl-1,1-dioxido-3-oxoisothiazolidin-5-yl)-3-methylphenyl]propanoate (450 mg, 0.871 mmol) in trifluoroacetic acid (3.00 mL) was heated in microwave reactor at 130° C. for 5 min. Solvent was removed in vacuo. The residue was purified with preparative LCMS to give the desired product (210 mg, 74%). 1H NMR (400 MHz, CD3OD): δ 7.45 (m, 1H), 7.2 (m, 2H), 5.47 (t, 1H), 4.34 (t, 1H), 3.81 (s, 3H), 3.3 (m, 2H), 3.25 (d, 1H), 3.13 (m, 1... RXN SMILES: C(OC([NH:11][C@@H:12]([CH2:17][C:18]1[CH:23]=[CH:22][C:21]([CH:24]2[S:28](=[O:30])(=[O:29])[N:27](C(C)(C)C)[C:26](=[O:35])[CH2:25]2)=[C:20]([CH3:36])[CH:19]=1)[C:13]([O:15][CH3:16])=[O:14])=O)C1C=CC=CC=1.[F:37][C:38]([F:43])([F:42])[C:39]([OH:41])=[O:40]>>[F:37][C:38]([F:43])([F:42])[C:39]([OH:41])=[O:40].[NH2:11][C@@H:12]([CH2:17][C:18]1[CH:23]=[CH:22][C:21]([CH:24]2[S:28](=[O:30])(=[O:29])[NH:27][C:26](=[O:35])[CH2:25]2)=[C:20]([CH3:36])[CH:19]=1)[C:13]([O:15][CH3:16])=[O:14] |f:2.3|. Reactants: C(C1=CC=CC=C1)OC(=O)N[C@H](C(=O)OC)CC1=CC(=C(C=C1)C1CC(N(S1(=O)=O)C(C)(C)C)=O)C (methyl (2S)-2-[(benzyloxy)carbonyl]amino-3-[4-(2-tert-butyl-1,1-dioxido-3-oxoisothiazolidin-5-yl)-3-methylphenyl]propanoate), FC(C(=O)O)(F)F (trifluoroacetic acid). Reactants: O=C([O-])[O-], CC1(C)CCC(C)(C)c2cc(C=O)c(C#C[Si](C)(C)C)cc21, CO, [K+], [K+], O. Yields the product C#Cc1cc2c(cc1C=O)C(C)(C)CCC2(C)C. RXN SMILES: [C:23](=[O:24])([O-:25])[O-:26].[CH3:1][Si:2]([C:3]#[C:4][c:5]1[c:6]([CH:19]=[O:20])[cH:7][c:8]2[c:13]([cH:14]1)[C:12]([CH3:15])([CH3:16])[CH2:11][CH2:10][C:9]2([CH3:17])[CH3:18])([CH3:21])[CH3:22].[CH3:30][OH:31].[K+:27].[K+:28].[OH2:29]>>[CH:3]#[C:4][c:5]1[c:6]([CH:19]=[O:20])[cH:7][c:8]2[c:13]([cH:14]1)[C:12]([CH3:15])([CH3:16])[CH2:11][CH2:10][C:9]2([CH3:17])[CH3:18]. The reactants are COCC1C(OC1=O)CCCCC(CC(=CC(=CC(=O)OC)C)C)C (methyl 11-(3-methoxymethyl-4-oxo-2-oxetanyl)3,5,7-trimethyl-2,4-undecadienoate), O=[O+][O-] (ozone). The reagents and catalysts are [Zn] (zinc). Run in C(C)(=O)O (Acetic acid). Conditions: temperature -78 celsius, time 30 minute. Yields the product COCC1C(OC1=O)CCCCC(CC(C)=O)C (8-(3-methoxymethyl-4-oxo-2-oxetanyl)-4-methyl-2-octanone). Reaction SMILES: [CH3:1][O:2][CH2:3][CH:4]1[C:7](=[O:8])[O:6][CH:5]1[CH2:9][CH2:10][CH2:11][CH2:12][CH:13]([CH3:25])[CH2:14][C:15](C)=[CH:16]C(C)=CC(OC)=O.[O:26]=[O+][O-]>[Zn].C(O)(=O)C>[CH3:1][O:2][CH2:3][CH:4]1[C:7](=[O:8])[O:6][CH:5]1[CH2:9][CH2:10][CH2:11][CH2:12][CH:13]([CH3:25])[CH2:14][C:15](=[O:26])[CH3:16]. Reported procedure: To a solution of 400 mg (1.135 mmole) of methyl 11-(3-methoxymethyl-4-oxo-2-oxetanyl)3,5,7-trimethyl-2,4-undecadienoate in 10 ml of CHCl2 at -78° C., was bubbled ozone for 8 minutes. The resulting mixture was stirred for 30 minutes at -78° C. then at room temperature for another 30 minutes. Acetic acid and zinc dust were added. After stirring for 1 hour at room temperature, the solution was filtered and the filtrate was concentrated to dryness. The product was purified by flash column chromatogr... Starting materials: C1CCOC1, CCOC(C)=O, CCn1c(C(=O)N(C2CC2)C2CC2)cc2c3c(ncn3C)c(N=C=S)nc21, [H-], Cc1cc(N)n(C)n1, [Na+]. Product: CCn1c(C(=O)N(C2CC2)C2CC2)cc2c3c(ncn3C)c(NC(=S)Nc3cc(C)nn3C)nc21. Reaction SMILES: [CH2:28]1[O:29][CH2:30][CH2:31][CH2:32]1.[CH3:43][CH2:44][O:45][C:46](=[O:47])[CH3:48].[CH:1]1([N:4]([C:5](=[O:6])[c:7]2[cH:8][c:9]3[c:10]([n:11][c:12]([N:19]=[C:20]=[S:21])[c:13]4[c:14]3[n:15]([CH3:18])[cH:16][n:17]4)[n:22]2[CH2:23][CH3:24])[CH:25]2[CH2:26][CH2:27]2)[CH2:2][CH2:3]1.[H-:41].[NH2:33][c:34]1[cH:35][c:36]([CH3:40])[n:37][n:38]1[CH3:39].[Na+:42]>>[CH:1]1([N:4]([C:5](=[O:6])[c:7]2[cH:8][c:9]3[c:10]([n:11][c:12]([NH:19][C:20](=[S:21])[NH:33][c:34]4[cH:35][c:36]([CH3:40])[n:37][n:38]4[CH3:39])[c:13]4[c:14]3[n:15]([CH3:18])[cH:16][n:17]4)[n:22]2[CH2:23][CH3:24])[CH:25]2[CH2:26][CH2:27]2)[CH2:2][CH2:3]1. Reactants: BrCCBr, COC(=O)c1cccc(CC#N)c1, CS(C)=O, [H-], [Na+], O. Yields the product COC(=O)c1cccc(C2(C#N)CC2)c1. Reaction SMILES: [Br:16][CH2:17][CH2:18][Br:19].[C:1](#[N:2])[CH2:3][c:4]1[cH:5][c:6]([C:7](=[O:8])[O:9][CH3:10])[cH:11][cH:12][cH:13]1.[CH3:20][S:21](=[O:22])[CH3:23].[H-:14].[Na+:15].[OH2:24]>>[C:1](#[N:2])[C:3]1([c:4]2[cH:5][c:6]([C:7](=[O:8])[O:9][CH3:10])[cH:11][cH:12][cH:13]2)[CH2:17][CH2:18]1.